From a dataset of the Open Reaction Database (ORD), a public repository of structured organic reaction records. describe an organic reaction: reactants, conditions, products, and yield Reactants: C(C)(C)NC1CCCCC1 (N-isopropylcyclohexyl amine), C(CCC)[Li] (n-butyl lithium), CCCCCC (hexane), C(C(C)C)#N (Isobutyronitrile), C(C1=CC=CC=C1)Cl (benzyl chloride). The solvent is O1CCCC1 (tetrahydrofuran), O1CCCC1 (tetrahydrofuran). Reaction conditions: temperature -78 celsius, time 10 minute. Product: CC(C#N)(CC1=CC=CC=C1)C (2,2-dimethyl-3-phenylpropanenitrile). Isolated yield 69.4%. RXN SMILES: C(NC1CCCCC1)(C)C.C([Li])CCC.CCCCCC.[C:22](#[N:26])[CH:23]([CH3:25])[CH3:24].[CH2:27](Cl)[C:28]1[CH:33]=[CH:32][CH:31]=[CH:30][CH:29]=1>O1CCCC1>[CH3:24][C:23]([CH3:25])([CH2:27][C:28]1[CH:33]=[CH:32][CH:31]=[CH:30][CH:29]=1)[C:22]#[N:26]. Procedure: A solution of N-isopropylcyclohexyl amine (2.8 g, 19.72 mmol) in anhydrous tetrahydrofuran (25 mL) at −78° C. was treated with 1.6 M n-butyl lithium in hexane (12.23 mL, 19.72 mmol) drop-wise over 15 minutes. The reaction solution was stirred for 10 min at −78° C. The solution turned yellow from colorless. Isobutyronitrile (1.36 g, 19.72 mmol) was added to the reaction solution, and the reaction mixture was stirred for a further 10 min at −78° C. This solution was syringed into a solution of ben... The reactants are ClCCl, Cl, COc1ccc(F)c2c1CCCC2=O. The product is O=C1CCCc2c(O)ccc(F)c21. RXN SMILES: [Cl:16][CH2:17][Cl:18].[ClH:15].[F:1][c:2]1[cH:3][cH:4][c:5]([O:13][CH3:14])[c:6]2[c:11]1[C:10](=[O:12])[CH2:9][CH2:8][CH2:7]2>>[F:1][c:2]1[cH:3][cH:4][c:5]([OH:13])[c:6]2[c:11]1[C:10](=[O:12])[CH2:9][CH2:8][CH2:7]2.